From a dataset of the Open Reaction Database (ORD), a public repository of structured organic reaction records. describe an organic reaction: reactants, conditions, products, and yield The reactants are N(=[N+]=[N-])C[C@H](CC1=C(C=C(C=C1)Cl)Cl)NC(=O)C=1SC(=CC1)C=1C2=C(N=CN1)[C@@H](C[C@H]2C)O (N-((S)-1-azido-3-(2,4-dichlorophenyl)propan-2-yl)-5-((5R,7R)-7-hydroxy-5-methyl-6,7-dihydro-5H-cyclopenta[d]pyrimidin-4-yl)thiophene-2-carboxamide). The reagents and catalysts are [Pd] (Pd/C). Run in CO (MeOH). Reaction conditions: time 2 hour. Yields the product NC[C@H](CC1=C(C=C(C=C1)Cl)Cl)NC(=O)C=1SC(=CC1)C=1C2=C(N=CN1)[C@@H](C[C@H]2C)O (N-((S)-1-amino-3-(2,4-dichlorophenyl)propan-2-yl)-5-((5R,7R)-7-hydroxy-5-methyl-6,7-dihydro-5H-cyclopenta[d]pyrimidin-4-yl)thiophene-2-carboxamide). Isolated yield 96.9%. As a reaction SMILES: [N:1]([CH2:4][C@@H:5]([NH:15][C:16]([C:18]1[S:19][C:20]([C:23]2[C:24]3[C@H:31]([CH3:32])[CH2:30][C@@H:29]([OH:33])[C:25]=3[N:26]=[CH:27][N:28]=2)=[CH:21][CH:22]=1)=[O:17])[CH2:6][C:7]1[CH:12]=[CH:11][C:10]([Cl:13])=[CH:9][C:8]=1[Cl:14])=[N+]=[N-]>CO.[Pd]>[NH2:1][CH2:4][C@@H:5]([NH:15][C:16]([C:18]1[S:19][C:20]([C:23]2[C:24]3[C@H:31]([CH3:32])[CH2:30][C@@H:29]([OH:33])[C:25]=3[N:26]=[CH:27][N:28]=2)=[CH:21][CH:22]=1)=[O:17])[CH2:6][C:7]1[CH:12]=[CH:11][C:10]([Cl:13])=[CH:9][C:8]=1[Cl:14]. Reported procedure: 10% w/w Pd/C (1 mg) was added to a solution of N-((S)-1-azido-3-(2,4-dichlorophenyl)propan-2-yl)-5-((5R,7R)-7-hydroxy-5-methyl-6,7-dihydro-5H-cyclopenta[d]pyrimidin-4-yl)thiophene-2-carboxamide (4.0 mg, 0.008 mmol) in MeOH (0.5 mL). The solution was put under vacuum and purged with H2 (3×). The reaction mixture was then stirred under a hydrogen atmosphere for 2 hours. LC-MS analysis of the reaction mixture showed no more starting material. The reaction mixture was filtered and then concentrated ... Starting materials: CO, C[O-], CC1(C)CCC(=O)OC1, [Na+]. Product: COC(=O)CCC(C)(C)CO. As a reaction SMILES: [CH3:13][OH:14].[CH3:1][O-:2].[CH3:4][C:5]1([CH3:12])[CH2:6][CH2:7][C:8](=[O:11])[O:9][CH2:10]1.[Na+:3]>>[CH3:1][O:2][C:8]([CH2:7][CH2:6][C:5]([CH3:4])([CH2:10][OH:9])[CH3:12])=[O:11]. The reactants are C1(=CC=CC=C1)C(N1N=C(N=C1)CCC(=O)OCC)(C1=CC=CC=C1)C1=CC=CC=C1 (ethyl 3-[1-(triphenylmethyl)-1H-1,2,4-triazol-3-yl]propanoate), C1(=CC=CC=C1)C(N1N=C(N=C1)C(=O)OC)(C1=CC=CC=C1)C1=CC=CC=C1 (methyl 1-(triphenylmethyl)-1H-1,2,4-triazole-3-carboxylate). Product: C1(=CC=CC=C1)C(N1N=C(N=C1)CO)(C1=CC=CC=C1)C1=CC=CC=C1 ([1-(triphenylmethyl)-1H-1,2,4-triazol-3-yl]methanol), powder. The yield is 58.0%. Reaction SMILES: C1(C(C2C=CC=CC=2)(C2C=CC=CC=2)N2C=NC(CCC(OCC)=O)=N2)C=CC=CC=1.[C:32]1([C:38]([C:54]2[CH:59]=[CH:58][CH:57]=[CH:56][CH:55]=2)([C:48]2[CH:53]=[CH:52][CH:51]=[CH:50][CH:49]=2)[N:39]2[CH:43]=[N:42][C:41]([C:44](OC)=[O:45])=[N:40]2)[CH:37]=[CH:36][CH:35]=[CH:34][CH:33]=1>>[C:54]1([C:38]([C:32]2[CH:37]=[CH:36][CH:35]=[CH:34][CH:33]=2)([C:48]2[CH:49]=[CH:50][CH:51]=[CH:52][CH:53]=2)[N:39]2[CH:43]=[N:42][C:41]([CH2:44][OH:45])=[N:40]2)[CH:59]=[CH:58][CH:57]=[CH:56][CH:55]=1. Procedure details: By a method similar to that in Reference Example 26 and using, instead of ethyl 3-[1-(triphenylmethyl)-1H-1,2,4-triazol-3-yl]propanoate, methyl 1-(triphenylmethyl)-1H-1,2,4-triazole-3-carboxylate obtained in Reference Example 34, the title compound was obtained as a white powder (5.35 g, 58%).